From a dataset of the Open Reaction Database (ORD), a public repository of structured organic reaction records. describe an organic reaction: reactants, conditions, products, and yield The reactants are OCC1=NNC=C1 (3-(hydroxymethyl)-1 H-pyrazole), C(C1=CC=CC=C1)(C1=CC=CC=C1)(C1=CC=CC=C1)Cl (trityl chloride), CN(C)C (trimethylamine). The product is OCC1=NN(C=C1)C(C1=CC=CC=C1)(C1=CC=CC=C1)C1=CC=CC=C1 (3-(Hydroxymethyl)-1 -(triphenylmethyl)pyrazole). Yield: 60.0%. RXN SMILES: [OH:1][CH2:2][C:3]1[CH:7]=[CH:6][NH:5][N:4]=1.[C:8](Cl)([C:21]1[CH:26]=[CH:25][CH:24]=[CH:23][CH:22]=1)([C:15]1[CH:20]=[CH:19][CH:18]=[CH:17][CH:16]=1)[C:9]1[CH:14]=[CH:13][CH:12]=[CH:11][CH:10]=1.CN(C)C>>[OH:1][CH2:2][C:3]1[CH:7]=[CH:6][N:5]([C:8]([C:9]2[CH:14]=[CH:13][CH:12]=[CH:11][CH:10]=2)([C:21]2[CH:22]=[CH:23][CH:24]=[CH:25][CH:26]=2)[C:15]2[CH:16]=[CH:17][CH:18]=[CH:19][CH:20]=2)[N:4]=1. Procedure: This compound was prepared from 3-(hydroxymethyl)-1 H-pyrazole, [J. Am. Chem. Soc, 71, 3996, (1949)], trityl chloride and trimethylamine using the method of Preparation 18, above. The crude product was purified by flash chromatography (gradient elution with hexane/ethyl acetate) to give a white solid (1.428 g, 60%). Starting materials: compound 13-5, [O-][Mn](=O)(=O)=O.[K+] (KMnO4), O (H2O), [O-][Mn](=O)(=O)=O.[K+] (KMnO4), C1(=CC=C(C=C1)C1=CC2=C(NC(=N2)SC)C=C1F)C1=CC=CC=C1 (5-Biphenyl-4-yl-6-fluoro-2-methylsulfanyl-1H-benzoimidazole). The solvent is C(C)(=O)O (acetic acid), CCOC(=O)C (EtOAc), C(C)(=O)O (acetic acid). Conditions: time 2 hour. Yields the product C1(=CC=C(C=C1)C1=CC2=C(NC(=N2)S(=O)(=O)C)C=C1F)C1=CC=CC=C1 (5-Biphenyl-4-yl-6-fluoro-2-methanesulfonyl-1H-benzoimidazole). As a reaction SMILES: [O-:1][Mn](=O)(=O)=O.[K+].[C:7]1([C:25]2[CH:30]=[CH:29][CH:28]=[CH:27][CH:26]=2)[CH:12]=[CH:11][C:10]([C:13]2[C:23]([F:24])=[CH:22][C:16]3[NH:17][C:18]([S:20][CH3:21])=[N:19][C:15]=3[CH:14]=2)=[CH:9][CH:8]=1.[OH2:31]>C(O)(=O)C.CCOC(C)=O>[C:7]1([C:25]2[CH:26]=[CH:27][CH:28]=[CH:29][CH:30]=2)[CH:12]=[CH:11][C:10]([C:13]2[C:23]([F:24])=[CH:22][C:16]3[NH:17][C:18]([S:20]([CH3:21])(=[O:1])=[O:31])=[N:19][C:15]=3[CH:14]=2)=[CH:9][CH:8]=1 |f:0.1|. Reported procedure: To 32 mL of acetic acid was added compound 13-5 (2.34, 6.4 mmol) resulting in a suspension. In a separate flask KMnO4 (2.48 g, 15.7 mmol) was dissolved in 40 mL of H2O. The KMnO4 solution was then added to the solution of compound 13-5 in acetic acid and allowed to stir for 2 h at ambient temperature. The dark reaction mixture was diluted with EtOAc (200 mL) and washed three times with 150 mL portions of brine. The combined organic layers were dried over MgSO4, then filtered and concentrated in ... Starting materials: ClC1=CC=C(C=C1)S(=O)(=O)N([C@@H](CCCO)C)C1=C(C=CC(=C1)F)F (4-chloro-N-[5-fluoro-2-flurophenyl]-N-[(R)-1-methyl-4-hydroxybutyl]-benzenesulfonamide), C1(=CC=CC=C1)P(C1=CC=CC=C1)C1=CC=CC=C1 (triphenylphosphine), C(Br)(Br)(Br)Br (carbon tetrabromide), [Cl-].[NH4+] (ammonium chloride). Run in C(C)#N (acetonitrile). Reaction conditions: temperature 22 celsius, time 12 hour. Product: ClC1=CC=C(C=C1)S(=O)(=O)N([C@@H](CCCBr)C)C1=C(C=CC(=C1)F)F (4-chloro-N-[5-fluoro-2-flurophenyl]-N-[(R)-1-methyl-4-bromobutyl]benzenesulfonamide). The yield is 87.8%. RXN SMILES: [Cl:1][C:2]1[CH:7]=[CH:6][C:5]([S:8]([N:11]([C:18]2[CH:23]=[C:22]([F:24])[CH:21]=[CH:20][C:19]=2[F:25])[C@H:12]([CH3:17])[CH2:13][CH2:14][CH2:15]O)(=[O:10])=[O:9])=[CH:4][CH:3]=1.C1(P(C2C=CC=CC=2)C2C=CC=CC=2)C=CC=CC=1.C(Br)(Br)(Br)[Br:46].[Cl-].[NH4+]>C(#N)C>[Cl:1][C:2]1[CH:7]=[CH:6][C:5]([S:8]([N:11]([C:18]2[CH:23]=[C:22]([F:24])[CH:21]=[CH:20][C:19]=2[F:25])[C@H:12]([CH3:17])[CH2:13][CH2:14][CH2:15][Br:46])(=[O:10])=[O:9])=[CH:4][CH:3]=1 |f:3.4|. Reported procedure: To a solution of 4-chloro-N-[5-fluoro-2-flurophenyl]-N-[(R)-1-methyl-4-hydroxybutyl]-benzenesulfonamide (317 mg, 0.813 mmol) in acetonitrile (4 mL) was added triphenylphosphine (425 mg, 1.62 mmol) and carbon tetrabromide (537 mg, 1.62 mmol) at 0° C. The resulting mixture was allowed to stir at 22° C. for 12 h followed by the addition of 25 mL of sat. ammonium chloride. The product was extracted with ether (2×25 mL), dried over Na2SO4, filtered, and concentrated under reduced pressure. Silica gel... RXN SMILES: [N+:1]([C:4]1[CH:9]=[CH:8][C:7]([CH2:10][CH2:11][OH:12])=[CH:6][CH:5]=1)([O-:3])=[O:2].[Br:13][CH2:14][CH2:15][CH2:16][CH2:17][CH2:18][CH2:19]Br.[OH-].[Na+]>O>[Br:13][CH2:14][CH2:15][CH2:16][CH2:17][CH2:18][CH2:19][O:12][CH2:11][CH2:10][C:7]1[CH:6]=[CH:5][C:4]([N+:1]([O-:3])=[O:2])=[CH:9][CH:8]=1 |f:2.3|. Isolated yield 1851.4%. Solvent: O (water). Procedure: 4-Nitrobenzeneethanol (10.25 g), 1,6-dibromohexane (27 ml) tetra-n-butylammonium bisulphate (1.7 g) and 12.5M aqueous sodium hydroxide (55 ml) were stirred together for 40 h. The mixture was diluted with water (250 ml), extracted with ER (3×350 ml) and the combined extracts were washed consecutively with water (250 ml) and brine (250 ml), dried and evaporated to give an oil (42.6 g). The oil was purified by FCC eluting with ER-CX (0:100→1:19) to give the title compound as a yellow oil (9.52 g). ... Yields the product BrCCCCCCOCCC1=CC=C(C=C1)[N+](=O)[O-] (1-[2-[(6-Bromohexyl)oxy]ethyl]-4-nitrobenzene). Starting materials: [N+](=O)([O-])C1=CC=C(C=C1)CCO (4-Nitrobenzeneethanol), BrCCCCCCBr (1,6-dibromohexane), [OH-].[Na+] (sodium hydroxide). The reactants are C1CCOC1, COc1cccc2cc(C(C)=O)ccc12, ClP(Cl)(Cl)(Cl)Cl, N, O. Yields the product C#Cc1ccc2c(OC)cccc2c1. Reaction SMILES: [CH2:24]1[O:25][CH2:26][CH2:27][CH2:28]1.[CH3:1][O:2][c:3]1[c:4]2[cH:5][cH:6][c:7]([C:13](=[O:14])[CH3:15])[cH:8][c:9]2[cH:10][cH:11][cH:12]1.[Cl:16][P:17]([Cl:18])([Cl:19])([Cl:20])[Cl:21].[NH3:22].[OH2:23]>>[CH3:1][O:2][c:3]1[c:4]2[cH:5][cH:6][c:7]([C:13]#[CH:15])[cH:8][c:9]2[cH:10][cH:11][cH:12]1. The reactants are FC1=CC=C(C=C1)C=1NC(C(C#N)=CC1)=O (6-(p-fluorophenyl)-1,2-dihydro-2-oxonicotinonitrile), C1(CCCCC1)N1CCNCC1 (N-cyclohexylpiperazine). Solvent: CS(=O)C (dimethyl sulfoxide). The product is C1(CCCCC1)N1CCN(CC1)C1=CC=C(C=C1)C=1NC(C(C#N)=CC1)=O (6-[p-(4-Cyclohexyl-1-piperazinyl)phenyl]-1,2-dihydro-2-oxonicotinonitrile). RXN SMILES: F[C:2]1[CH:7]=[CH:6][C:5]([C:8]2[NH:9][C:10](=[O:16])[C:11](=[CH:14][CH:15]=2)[C:12]#[N:13])=[CH:4][CH:3]=1.[CH:17]1([N:23]2[CH2:28][CH2:27][NH:26][CH2:25][CH2:24]2)[CH2:22][CH2:21][CH2:20][CH2:19][CH2:18]1>CS(C)=O>[CH:17]1([N:23]2[CH2:28][CH2:27][N:26]([C:2]3[CH:7]=[CH:6][C:5]([C:8]4[NH:9][C:10](=[O:16])[C:11](=[CH:14][CH:15]=4)[C:12]#[N:13])=[CH:4][CH:3]=3)[CH2:25][CH2:24]2)[CH2:22][CH2:21][CH2:20][CH2:19][CH2:18]1. Procedure details: From 11.7 g. of 6-(p-fluorophenyl)-1,2-dihydro-2-oxonicotinonitrile and 18.4 g. of N-cyclohexylpiperazine in 150 ml. of dimethyl sulfoxide, there is obtained 6-[p-(4-cyclohexyl-1-piperazinyl)phenyl]-1,2-dihydro-2-oxonicotinontrile; m.p. 306°-312° (dec.). Reactants: O=C([O-])[O-], CI, [Cs+], [Cs+], O=[N+]([O-])c1cccc2[nH]ncc12, CN(C)C=O, O. Yields the product Cn1ncc2c([N+](=O)[O-])cccc21. Reaction SMILES: [C:15](=[O:16])([O-:17])[O-:18].[CH3:13][I:14].[Cs+:19].[Cs+:20].[N+:1](=[O:2])([O-:3])[c:4]1[c:5]2[cH:6][n:7][nH:8][c:9]2[cH:10][cH:11][cH:12]1.[O:22]=[CH:23][N:24]([CH3:25])[CH3:26].[OH2:21]>>[N+:1](=[O:2])([O-:3])[c:4]1[c:5]2[cH:6][n:7][n:8]([CH3:15])[c:9]2[cH:10][cH:11][cH:12]1. The reactants are BrC1=CC=CC=2CN(CCOC21)C(=O)OC(C)(C)C (tert-butyl 9-bromo-2,3-dihydro-1,4-benzoxazepine-4(5H)-carboxylate), O (water), C(C)(=O)C1=C(C=CC=C1)B(O)O (2-acetylphenylboronic acid). The reagents and catalysts are C=1C=CC(=CC1)[P](C=2C=CC=CC2)(C=3C=CC=CC3)[Pd]([P](C=4C=CC=CC4)(C=5C=CC=CC5)C=6C=CC=CC6)([P](C=7C=CC=CC7)(C=8C=CC=CC8)C=9C=CC=CC9)[P](C=1C=CC=CC1)(C=1C=CC=CC1)C=1C=CC=CC1 (tetrakis(triphenylphosphine)palladium(0)). Run in C(C)O (ethanol), C([O-])([O-])=O.[Na+].[Na+] (sodium carbonate), C1(=CC=CC=C1)C (toluene). Yields the product C(C)(=O)C1=C(C=CC=C1)C1=CC=CC=2CN(CCOC21)C(=O)OC(C)(C)C (tert-butyl 9-(2-acetylphenyl)-2,3-dihydro-1,4-benzoxazepine-4(5H)-carboxylate). The yield is 85.5%. Reaction SMILES: Br[C:2]1[C:12]2[O:11][CH2:10][CH2:9][N:8]([C:13]([O:15][C:16]([CH3:19])([CH3:18])[CH3:17])=[O:14])[CH2:7][C:6]=2[CH:5]=[CH:4][CH:3]=1.[C:20]([C:23]1[CH:28]=[CH:27][CH:26]=[CH:25][C:24]=1B(O)O)(=[O:22])[CH3:21].O>C(O)C.C(=O)([O-])[O-].[Na+].[Na+].C1(C)C=CC=CC=1.C1C=CC([P]([Pd]([P](C2C=CC=CC=2)(C2C=CC=CC=2)C2C=CC=CC=2)([P](C2C=CC=CC=2)(C2C=CC=CC=2)C2C=CC=CC=2)[P](C2C=CC=CC=2)(C2C=CC=CC=2)C2C=CC=CC=2)(C2C=CC=CC=2)C2C=CC=CC=2)=CC=1>[C:20]([C:23]1[CH:28]=[CH:27][CH:26]=[CH:25][C:24]=1[C:2]1[C:12]2[O:11][CH2:10][CH2:9][N:8]([C:13]([O:15][C:16]([CH3:19])([CH3:18])[CH3:17])=[O:14])[CH2:7][C:6]=2[CH:5]=[CH:4][CH:3]=1)(=[O:22])[CH3:21] |f:4.5.6,^1:52,54,73,92|. Procedure: A mixture of tert-butyl 9-bromo-2,3-dihydro-1,4-benzoxazepine-4(5H)-carboxylate (200 mg, 0.605 mmol), a solution of 2-acetylphenylboronic acid (150 mg, 0.912 mmol) in ethanol (0.7 ml), 2N aqueous sodium carbonate solution (2.5 ml), and tetrakis(triphenylphosphine)palladium(0) (84.0 mg, 0.0730 mmol) in toluene (5 ml) was stirred under a nitrogen atmosphere at 95° C. for 12 hr. The reaction mixture was poured into water, and the mixture was extracted with ethyl acetate. The extract was washed with...